From a dataset of the Open Reaction Database (ORD), a public repository of structured organic reaction records. describe an organic reaction: reactants, conditions, products, and yield The reactants are COC1=CC=C(C=C1)C1(CC(C1)C1=CC=C(C=C1)OC)O (1.3-bis(p-methoxyphenyl)cyclobutanol), desired intermediate, HClO4, [H][H] (hydrogen). The reagents and catalysts are [Pd] (Pd). The solvent is CCO (EtOH). Yields the product COC1=CC=C(C=C1)C1CC(C1)C1=CC=C(C=C1)OC (1,3-bis(p-Methoxyphenyl)cyclobutane). RXN SMILES: [CH3:1][O:2][C:3]1[CH:8]=[CH:7][C:6]([C:9]2(O)[CH2:12][CH:11]([C:13]3[CH:18]=[CH:17][C:16]([O:19][CH3:20])=[CH:15][CH:14]=3)[CH2:10]2)=[CH:5][CH:4]=1.[H][H]>[Pd].CCO>[CH3:20][O:19][C:16]1[CH:15]=[CH:14][C:13]([CH:11]2[CH2:12][CH:9]([C:6]3[CH:5]=[CH:4][C:3]([O:2][CH3:1])=[CH:8][CH:7]=3)[CH2:10]2)=[CH:18][CH:17]=1. Procedure details: 1.3-bis(p-methoxyphenyl)cyclobutanol (13.2 g., 0.046 mole), 3.0 g. of 10% Pd/c, 1 ml. of 70% HClO4, and 100 ml. of 95% EtOH is shaken under 50 psi of H2 until hydrogen absorption is complete. The catalyst is removed by filtration and the filtrate is evaporated. A solution of the residue in ether is washed (5% Na HCO3, water) and dried (MgSO4). Evaporation of the ether yields a residue (11.4 g.) which is recrystallized (EtOH), affording 6.8 g. (55%) of the desired intermediate. Starting materials: C(CCCCCCCCCCCCCCCCC)NC1[C@H](O)[C@@H](O)[C@H](O)[C@H](O1)CO (N-Octadecyl-D-glucopyranosylamine), O1CCCC1 (tetrahydrofuran), ClC(=O)OCCCCCCCCCC (decyl chloroformate), O1CCCC1 (tetrahydrofuran), C([O-])([O-])=O.[Na+].[Na+] (sodium carbonate). The solvent is C(C)O (ethanol). Yields the product C(CCCCCCCCCCCCCCCCC)N(C(=O)OC(C)CCCCCCCCCC)C1[C@H](O)[C@@H](O)[C@H](O)[C@H](O1)CO (N-Octadecyl-N-(D-glucopyranosyl)-decylurethane). RXN SMILES: [CH2:1]([NH:19][CH:20]1[O:28][C@H:27]([CH2:29][OH:30])[C@@H:25]([OH:26])[C@H:23]([OH:24])[C@H:21]1[OH:22])[CH2:2][CH2:3][CH2:4][CH2:5][CH2:6][CH2:7][CH2:8][CH2:9][CH2:10][CH2:11][CH2:12][CH2:13][CH2:14][CH2:15][CH2:16][CH2:17][CH3:18].[C:31](=[O:34])([O-])[O-:32].[Na+].[Na+].ClC(O[CH2:41][CH2:42][CH2:43][CH2:44][CH2:45][CH2:46][CH2:47][CH2:48][CH2:49][CH3:50])=O.O1CC[CH2:53][CH2:52]1>C(O)C>[CH2:1]([N:19]([CH:20]1[O:28][C@H:27]([CH2:29][OH:30])[C@@H:25]([OH:26])[C@H:23]([OH:24])[C@H:21]1[OH:22])[C:31]([O:32][CH:49]([CH2:48][CH2:47][CH2:46][CH2:45][CH2:44][CH2:43][CH2:42][CH2:41][CH2:52][CH3:53])[CH3:50])=[O:34])[CH2:2][CH2:3][CH2:4][CH2:5][CH2:6][CH2:7][CH2:8][CH2:9][CH2:10][CH2:11][CH2:12][CH2:13][CH2:14][CH2:15][CH2:16][CH2:17][CH3:18] |f:1.2.3|. Reported procedure: 9 g of the compound from Example 1 were suspended in 160 ml of tetrahydrofuran and 40 ml of ethanol, and 9 g of sodium carbonate were added. 5 g of decyl chloroformate, dissolved in 40 ml of tetrahydrofuran, are added dropwise to this suspension in the course of 20 minutes. When the reaction has ended, the batch is filtered and the residue on the filter is rinsed with tetrahydrofuran. The filtrate is combined with the wash solutions and evaporated in vacuo. The resulting syrup is purified by chr... The reactants are Nc1ccc(Oc2ccc(OCc3ccccc3)cc2)nc1, CC(=O)O, O=N[O-], [Na+], O=S(=O)(O)O. Yields the product Oc1ccc(Oc2ccc(OCc3ccccc3)cc2)nc1. As a reaction SMILES: [CH2:5]([c:6]1[cH:7][cH:8][cH:9][cH:10][cH:11]1)[O:12][c:13]1[cH:14][cH:15][c:16]([O:17][c:18]2[cH:19][cH:20][c:21]([NH2:24])[cH:22][n:23]2)[cH:25][cH:26]1.[CH3:32][C:33](=[O:34])[OH:35].[N:1](=[O:2])[O-:3].[Na+:4].[S:27](=[O:28])(=[O:29])([OH:30])[OH:31]>>[OH:2][c:21]1[cH:20][cH:19][c:18]([O:17][c:16]2[cH:15][cH:14][c:13]([O:12][CH2:5][c:6]3[cH:7][cH:8][cH:9][cH:10][cH:11]3)[cH:26][cH:25]2)[n:23][cH:22]1. The reactants are C1(CCCCC1)P(C1=C(C=CC=C1)C1=C(C=C(C=C1C(C)C)C(C)C)C(C)C)C1CCCCC1 (dicyclohexyl(2′,4′,6′-triisopropylbiphenyl-2-yl)phosphine), C[Si](CCOCN1C=CC2=C1N=CC=C2N)(C)C (1-{[2-(trimethylsilyl)ethoxy]methyl}-1H-pyrrolo[2,3-b]pyridine-4-amine), FC1=C(C=CC(=C1)[N+](=O)[O-])I (2-fluoro-1-iodo-4-nitrobenzene), CC(C)([O-])C.[Na+] (sodium tert-butoxide). The reagents and catalysts are C=1C=CC(=CC1)/C=C/C(=O)/C=C/C2=CC=CC=C2.C=1C=CC(=CC1)/C=C/C(=O)/C=C/C2=CC=CC=C2.C=1C=CC(=CC1)/C=C/C(=O)/C=C/C2=CC=CC=C2.[Pd].[Pd] (tris(dibenzylideneacetone)dipalladium). Solvent: C1(=CC=CC=C1)C (toluene). Conditions: temperature 120 celsius. Yields the product FC1=C(C=CC(=C1)[N+](=O)[O-])NC=1C2=C(N=CC1)N(C=C2)COCC[Si](C)(C)C (N-(2-Fluoro-4-nitrophenyl)-1-{[2-(trimethylsilyl)ethoxy]methyl}-1H-pyrrolo[2,3-b]pyridine-4-amine). As a reaction SMILES: [CH3:1][Si:2]([CH3:18])([CH3:17])[CH2:3][CH2:4][O:5][CH2:6][N:7]1[C:11]2[N:12]=[CH:13][CH:14]=[C:15]([NH2:16])[C:10]=2[CH:9]=[CH:8]1.[F:19][C:20]1[CH:25]=[C:24]([N+:26]([O-:28])=[O:27])[CH:23]=[CH:22][C:21]=1I.CC(C)([O-])C.[Na+].C1(P(C2CCCCC2)C2C=CC=CC=2C2C(C(C)C)=CC(C(C)C)=CC=2C(C)C)CCCCC1>C1(C)C=CC=CC=1.C1C=CC(/C=C/C(/C=C/C2C=CC=CC=2)=O)=CC=1.C1C=CC(/C=C/C(/C=C/C2C=CC=CC=2)=O)=CC=1.C1C=CC(/C=C/C(/C=C/C2C=CC=CC=2)=O)=CC=1.[Pd].[Pd]>[F:19][C:20]1[CH:25]=[C:24]([N+:26]([O-:28])=[O:27])[CH:23]=[CH:22][C:21]=1[NH:16][C:15]1[C:10]2[CH:9]=[CH:8][N:7]([CH2:6][O:5][CH2:4][CH2:3][Si:2]([CH3:18])([CH3:17])[CH3:1])[C:11]=2[N:12]=[CH:13][CH:14]=1 |f:2.3,6.7.8.9.10|. Procedure details: 50 mg (0.19 mmol) of 1-{[2-(trimethylsilyl)ethoxy]methyl}-1H-pyrrolo[2,3-b]pyridine-4-amine, 61 mg (0.23 mmol) of 2-fluoro-1-iodo-4-nitrobenzene and 26 mg (0.27 mmol) of sodium tert-butoxide are initially charged in 1 ml of toluene. The mixture is degassed. 8.7 mg (0.01 mmol) of tris(dibenzylideneacetone)dipalladium and 9.1 mg (0.02 mmol of dicyclohexyl(2′,4′,6′-triisopropylbiphenyl-2-yl)phosphine are then added. The mixture is heated in a sealed vessel at 120° C. overnight. The mixture is then ... The reactants are NC1[C@@H]2N(C(=C(CS2)CSC2=NN=NN2C)C(=O)O)C1=O (7-amino-3-(1-methyl-1H-tetrazol-5-yl)thiomethyl-3-cephem-4-carboxylic acid), CN(C=O)C (dimethylformamide), P(=O)(Cl)(Cl)Cl (phosphorus oxychloride), CON=C(C(=O)O)C=1N(C(SC1)=NS(=O)(=O)C)C (2-methoxyimino-2-(2-mesylimino-3-methyl-2,3-dihydro-1,3-thiazol-4-yl)acetic acid). The solvent is C[Si](C)(C)C(C(=O)N)[Si](C)(C)C (bis(trimethylsilyl)acetamide), C(Cl)Cl (methylene chloride), C(Cl)Cl (methylene chloride), C(Cl)Cl (methylene chloride). Conditions: temperature 40 celsius. Product: CON=C(C(=O)NC1[C@@H]2N(C(=C(CS2)CSC2=NN=NN2C)C(=O)O)C1=O)C=1N(C(SC1)=NS(=O)(=O)C)C (7-[2-methoxyimino-2-(2-mesylimino-3-methyl-2,3-dihydro-1,3-thiazol-4-yl)acetamido]-3-(1-methyl-1H-tetrazol-5-yl)thiomethyl-3-cephem-4-carboxylic acid). Isolated yield 66.6%. Reaction SMILES: CN(C)C=O.P(Cl)(Cl)(Cl)=O.[CH3:11][O:12][N:13]=[C:14]([C:18]1[N:19]([CH3:28])[C:20](=[N:23][S:24]([CH3:27])(=[O:26])=[O:25])[S:21][CH:22]=1)[C:15]([OH:17])=O.[NH2:29][CH:30]1[C:48](=[O:49])[N:32]2[C:33]([C:45]([OH:47])=[O:46])=[C:34]([CH2:37][S:38][C:39]3[N:43]([CH3:44])[N:42]=[N:41][N:40]=3)[CH2:35][S:36][C@H:31]12>C(Cl)Cl.C[Si](C([Si](C)(C)C)C(N)=O)(C)C>[CH3:11][O:12][N:13]=[C:14]([C:18]1[N:19]([CH3:28])[C:20](=[N:23][S:24]([CH3:27])(=[O:26])=[O:25])[S:21][CH:22]=1)[C:15]([NH:29][CH:30]1[C:48](=[O:49])[N:32]2[C:33]([C:45]([OH:47])=[O:46])=[C:34]([CH2:37][S:38][C:39]3[N:43]([CH3:44])[N:42]=[N:41][N:40]=3)[CH2:35][S:36][C@H:31]12)=[O:17]. Reported procedure: A mixture of dimethylformamide (0.22 g.) and phosphorus oxychloride (0.46 g.) was warmed for 1 hour at 40° C. The mixture was dissolved in dry methylene chloride (20 ml.) and 2-methoxyimino-2-(2-mesylimino-3-methyl-2,3-dihydro-1,3-thiazol-4-yl)acetic acid (anti isomer) (0.73 g.) was added thereto with stirring and ice-cooling, after which the resulting mixture was stirred for 1.5 hours under ice-cooling. On the other hand, 7-amino-3-(1-methyl-1H-tetrazol-5-yl)thiomethyl-3-cephem-4-carboxylic aci... Reactants: C(C1=CC=CC=C1)OC(=O)N[C@H](C(=O)N1[C@@H](CCC1)C(=O)N[C@@H](C(C)C)[C@H](C(F)(F)F)O)C(C)C ((S)-1-[(S)-2-(benzyloxycarbonylamino)-3-methylbutyryl]-N-[(S)-2-methyl-1-[(R)-2,2,2-trifluoro-1-hydroxyethyl)propyl]pyrrolidine-2-carboxamide). Reagents/catalysts: [Pd] (palladium on carbon). Run in C(C)O (ethanol). Product: N[C@H](C(=O)N1[C@@H](CCC1)C(=O)N[C@@H](C(C)C)[C@H](C(F)(F)F)O)C(C)C ((S)-1-[(S)-2-amino-3-methylbutyryl]-N-[(S)-2-methyl-1-((R)-2,2,2-trifluoro-1-hydroxyethyl)propyl]-pyrrolidine-2-carboxamide). Yield: 63.5%. As a reaction SMILES: C(OC([NH:11][C@@H:12]([CH:33]([CH3:35])[CH3:34])[C:13]([N:15]1[CH2:19][CH2:18][CH2:17][C@H:16]1[C:20]([NH:22][C@H:23]([C@@H:27]([OH:32])[C:28]([F:31])([F:30])[F:29])[CH:24]([CH3:26])[CH3:25])=[O:21])=[O:14])=O)C1C=CC=CC=1>C(O)C.[Pd]>[NH2:11][C@@H:12]([CH:33]([CH3:35])[CH3:34])[C:13]([N:15]1[CH2:19][CH2:18][CH2:17][C@H:16]1[C:20]([NH:22][C@H:23]([C@@H:27]([OH:32])[C:28]([F:31])([F:29])[F:30])[CH:24]([CH3:26])[CH3:25])=[O:21])=[O:14]. Procedure details: A solution of compound B (55 g) in ethanol (300 ml) was hydrogenated for 3 hours over 10% palladium on carbon catalyst (5.5 g), under a hydrogen pressure of 55 psi. The reaction mixture was filtered through diatomaceous earth and the filtrate was concentrated under vacuum to give a viscous oil. The oil was triturated with diethyl ether (250 ml) for 16 hours and the resulting solid was collected by filtration to give (S)-1-[(S)-2-amino-3-methylbutyryl]-N-[(S)-2-methyl-1-((R)-2,2,2-trifluoro-1-hyd... Starting materials: CC(=O)O, Oc1c(Cl)c(F)cc(F)c1Cl, ClCCl, O=[N+]([O-])O. Yields the product O=[N+]([O-])c1c(F)c(Cl)c(O)c(Cl)c1F. RXN SMILES: [CH3:12][C:13](=[O:14])[OH:15].[Cl:1][c:2]1[c:3]([OH:11])[c:4]([Cl:10])[c:5]([F:9])[cH:6][c:7]1[F:8].[Cl:20][CH2:21][Cl:22].[OH:16][N+:17]([O-:18])=[O:19]>>[Cl:1][c:2]1[c:3]([OH:11])[c:4]([Cl:10])[c:5]([F:9])[c:6]([N+:17](=[O:16])[O-:18])[c:7]1[F:8].